From a dataset of the Open Reaction Database (ORD), a public repository of structured organic reaction records. describe an organic reaction: reactants, conditions, products, and yield Starting materials: C(C1=CC=CC=C1)N1C(CC(C1)N(CC1=C(C=C(C=C1)F)F)C(=O)OC(C)(C)C)C(=O)O (1-benzyl-4-[tert-butoxycarbonyl-(2,4-difluoro-benzyl)-amino]-pyrrolidine-2-carboxylic acid), COC=1C=C(C=C(C1)OC)N1CCNCC1 (1-(3,5-dimethoxy-phenyl)-piperazine). Product: C(C1=CC=CC=C1)N1[C@@H](C[C@@H](C1)NCC1=C(C=C(C=C1)F)F)C(=O)N1CCN(CC1)C1=CC(=CC(=C1)OC)OC ([(2S,4S)-1-Benzyl-4-(2,4-difluoro-benzylamino)-pyrrolidin-2-yl]-[4-(3,5-dimethoxy-phenyl)-piperazin-1-yl]-methanone). Yield: 3.1%. As a reaction SMILES: [CH2:1]([N:8]1[CH2:12][CH:11]([N:13](C(OC(C)(C)C)=O)[CH2:14][C:15]2[CH:20]=[CH:19][C:18]([F:21])=[CH:17][C:16]=2[F:22])[CH2:10][CH:9]1[C:30](O)=[O:31])[C:2]1[CH:7]=[CH:6][CH:5]=[CH:4][CH:3]=1.[CH3:33][O:34][C:35]1[CH:36]=[C:37]([N:43]2[CH2:48][CH2:47][NH:46][CH2:45][CH2:44]2)[CH:38]=[C:39]([O:41][CH3:42])[CH:40]=1>>[CH2:1]([N:8]1[CH2:12][C@@H:11]([NH:13][CH2:14][C:15]2[CH:20]=[CH:19][C:18]([F:21])=[CH:17][C:16]=2[F:22])[CH2:10][C@H:9]1[C:30]([N:46]1[CH2:45][CH2:44][N:43]([C:37]2[CH:38]=[C:39]([O:41][CH3:42])[CH:40]=[C:35]([O:34][CH3:33])[CH:36]=2)[CH2:48][CH2:47]1)=[O:31])[C:2]1[CH:7]=[CH:6][CH:5]=[CH:4][CH:3]=1. Procedure details: As described for Example 1f, 1-benzyl-4-[tert-butoxycarbonyl-(2,4-difluoro-benzyl)-amino]-pyrrolidine-2-carboxylic acid (60.0 mg, 0.134 mmol) was converted, using 1-(3,5-dimethoxy-phenyl)-piperazine instead of 2-piperazin-1-yl-benzonitrile, to the title compound (2.3 mg, 3.1%) as light yellow oil. MS m/e=551.5 [M+H]+. The reactants are COC1=C(C=CC=C1)C1=CC=CC=2CC(OC21)CN ((±)-1-[7-(2-methoxyphenyl)-2,3-dihydro-1-benzofuran-2-yl]methanamine), ethyl acetate hexanes, Intermediate 12, C(C)(C)N(CC)C(C)C (diisopropylethylamine), ClC(=O)OCC1=CC=CC=C1 (benzyl chloroformate). Yields the product C(C1=CC=CC=C1)OC(NCC1OC2=C(C1)C=CC=C2C2=C(C=CC=C2)OC)=O ((±)-benzyl[7-(2-methoxyphenyl)-2,3-dihydro-1-benzofuran-2-yl]methylcarbamate). Isolated yield 83.9%. As a reaction SMILES: [CH3:1][O:2][C:3]1[CH:8]=[CH:7][CH:6]=[CH:5][C:4]=1[C:9]1[C:17]2[O:16][CH:15]([CH2:18][NH2:19])[CH2:14][C:13]=2[CH:12]=[CH:11][CH:10]=1.C(N(C(C)C)CC)(C)C.Cl[C:30]([O:32][CH2:33][C:34]1[CH:39]=[CH:38][CH:37]=[CH:36][CH:35]=1)=[O:31]>>[CH2:33]([O:32][C:30](=[O:31])[NH:19][CH2:18][CH:15]1[CH2:14][C:13]2[CH:12]=[CH:11][CH:10]=[C:9]([C:4]3[CH:5]=[CH:6][CH:7]=[CH:8][C:3]=3[O:2][CH3:1])[C:17]=2[O:16]1)[C:34]1[CH:39]=[CH:38][CH:37]=[CH:36][CH:35]=1. Reported procedure: Treatment of (±)-1-[7-(2-methoxyphenyl)-2,3-dihydro-1-benzofuran-2-yl]methanamine (0.296 g, 1.01 mmol) with diisopropylethylamine (1.52 g, 1.5 mmol) and benzyl chloroformate (0.190 g, 1.11 mmol) generally according to the procedure described for Intermediate 12 afforded 0.33 g (84%) (±)-benzyl[7-(2-methoxyphenyl)-2,3-dihydro-1-benzofuran-2-yl]methylcarbamate of a colorless oil Rf=0.72 (silica, ethyl acetate:hexanes 2:8); Anal. calcd. for C24H23NO4: C, 74.02; H, 5.95; N, 3.6. Found: C, 73.68H, 5.... Starting materials: C(=O)(O)CC=1N(C2=CC=C(C=C2C1C(=O)O)OC1=NC=C(C=C1)C(F)(F)F)C1=CC=C(C=C1)OC(C)C (2-Carboxymethyl-1-(4-isopropoxyphenyl)-5-(5-trifluoromethyl-2-pyridinyloxy)indole-3-carboxylic acid), Cl (HCl), CCO (EtOH). The product is C(C)OC(=O)CC=1N(C2=CC=C(C=C2C1C(=O)O)OC1=NC=C(C=C1)C(F)(F)F)C1=CC=C(C=C1)OC(C)C (2-Ethoxycarbonylmethyl-1-(4-isopropoxyphenyl)-5-(5-trifluoromethyl-2-pyridinyloxy)indole-3-carboxylic acid). As a reaction SMILES: [C:1]([CH2:4][C:5]1[N:6]([C:28]2[CH:33]=[CH:32][C:31]([O:34][CH:35]([CH3:37])[CH3:36])=[CH:30][CH:29]=2)[C:7]2[C:12]([C:13]=1[C:14]([OH:16])=[O:15])=[CH:11][C:10]([O:17][C:18]1[CH:23]=[CH:22][C:21]([C:24]([F:27])([F:26])[F:25])=[CH:20][N:19]=1)=[CH:9][CH:8]=2)([OH:3])=[O:2].Cl.[CH3:39][CH2:40]O>>[CH2:39]([O:2][C:1]([CH2:4][C:5]1[N:6]([C:28]2[CH:29]=[CH:30][C:31]([O:34][CH:35]([CH3:37])[CH3:36])=[CH:32][CH:33]=2)[C:7]2[C:12]([C:13]=1[C:14]([OH:16])=[O:15])=[CH:11][C:10]([O:17][C:18]1[CH:23]=[CH:22][C:21]([C:24]([F:27])([F:26])[F:25])=[CH:20][N:19]=1)=[CH:9][CH:8]=2)=[O:3])[CH3:40]. Procedure details: A mixture of 2-carboxymethyl-1-(4-isopropoxyphenyl)-5-(5-trifluoromethyl-2-pyridinyloxy)indole-3-carboxylic acid (85 mg, 0.16 mmol, see Example 26), EtOH (0.8 mL) and HCl (1 M in EtOH, 0.1 mL) was heated at reflux for 20 min, concentrated, diluted with water, neutralized with NaHCO3 (aq, sat) and extracted with EtOAc. The organic layer was washed with brine, dried (Na2SO4), concentrated and purified by chromatography to give the title compound. Yield 45 mg (52%), mp 202° C. The reactants are [BH-](OC(=O)C)(OC(=O)C)OC(=O)C.[Na+] (Na(OAc)3BH), C(C)OC(CCN1CCN(CCC1)C(C1=CC(=CC=C1)[C@H](C1=CC(=CC=C1)O)N1[C@H](CN[C@@H](C1)C)C)=O)=O (3-(4-{3-[(R)-((2S,5R)-2,5-dimethyl-piperazin-1-yl)-(3-hydroxy-phenyl)-methyl]-benzoyl}-[1,4]diazepan-1-yl)-propionic acid ethyl ester), FC=1C=C(C=O)C=CC1 (3-fluorobenzaldehyde), C(C)(=O)O (acetic acid). Solvent: CN(C)C=O (DMF). Conditions: time 8 hour. Yields the product C(C)OC(CCN1CCN(CCC1)C(C1=CC(=CC=C1)[C@H](C1=CC(=CC=C1)O)N1[C@H](CN([C@@H](C1)C)CC1=CC(=CC=C1)F)C)=O)=O (3-(4-{3-[(R)-[(2S,5R)-4-(3-Fluoro-benzyl)-2,5-dimethyl-piperazin-1-yl]-(3-hydroxy-phenyl)-methyl]-benzoyl}-[1,4]diazepan-1-yl)-propionic acid ethyl ester). As a reaction SMILES: [CH2:1]([O:3][C:4](=[O:38])[CH2:5][CH2:6][N:7]1[CH2:13][CH2:12][CH2:11][N:10]([C:14](=[O:37])[C:15]2[CH:20]=[CH:19][CH:18]=[C:17]([C@@H:21]([N:29]3[CH2:34][C@@H:33]([CH3:35])[NH:32][CH2:31][C@@H:30]3[CH3:36])[C:22]3[CH:27]=[CH:26][CH:25]=[C:24]([OH:28])[CH:23]=3)[CH:16]=2)[CH2:9][CH2:8]1)[CH3:2].[F:39][C:40]1[CH:41]=[C:42]([CH:45]=[CH:46][CH:47]=1)[CH:43]=O.C(O)(=O)C.[BH-](OC(C)=O)(OC(C)=O)OC(C)=O.[Na+]>CN(C=O)C>[CH2:1]([O:3][C:4](=[O:38])[CH2:5][CH2:6][N:7]1[CH2:13][CH2:12][CH2:11][N:10]([C:14](=[O:37])[C:15]2[CH:20]=[CH:19][CH:18]=[C:17]([C@@H:21]([N:29]3[CH2:34][C@@H:33]([CH3:35])[N:32]([CH2:43][C:42]4[CH:45]=[CH:46][CH:47]=[C:40]([F:39])[CH:41]=4)[CH2:31][C@@H:30]3[CH3:36])[C:22]3[CH:27]=[CH:26][CH:25]=[C:24]([OH:28])[CH:23]=3)[CH:16]=2)[CH2:9][CH2:8]1)[CH3:2] |f:3.4|. Procedure: The solution of 3-(4-{3-[(R)-((2S,5R)-2,5-Dimethyl-piperazin-1-yl)-(3-hydroxy-methyl]-benzoyl}-[1,4]diazepan-1-yl)-propionic acid ethyl ester (288 mg; Example 11), 3-fluorobenzaldehyde (137 mg) and acetic acid (66 mg) in DMF (3 mL) was stirred under nitrogen at room temperature for 20 minutes, followed by the addition of Na(OAc)3BH (292 mg). The reaction was stirred under nitrogen at room temperature for overnight. The reaction was quenched by the addition of H2O (4 mL). The solution was neutral... Conditions: temperature 65 celsius, time 3 hour. Starting materials: CC1=C(C=C(C(=O)O)C=C1)C=1C=C2C=NN=C(C2=CC1)N1CCOCC1 (4-Methyl-3-(1-morpholinophthalazin-6-yl)benzoic acid), C(C)(C)N(CC)C(C)C (diisopropylethylamine), C(C)N (ethylamine). As a reaction SMILES: [CH3:1][C:2]1[CH:10]=[CH:9][C:5]([C:6]([OH:8])=O)=[CH:4][C:3]=1[C:11]1[CH:12]=[C:13]2[C:18](=[CH:19][CH:20]=1)[C:17]([N:21]1[CH2:26][CH2:25][O:24][CH2:23][CH2:22]1)=[N:16][N:15]=[CH:14]2.[CH:27]([N:30](C(C)C)CC)(C)[CH3:28].C(N)C>S(Cl)(Cl)=O.O1CCCC1.CCOC(C)=O>[CH2:27]([NH:30][C:6](=[O:8])[C:5]1[CH:9]=[CH:10][C:2]([CH3:1])=[C:3]([C:11]2[CH:12]=[C:13]3[C:18](=[CH:19][CH:20]=2)[C:17]([N:21]2[CH2:22][CH2:23][O:24][CH2:25][CH2:26]2)=[N:16][N:15]=[CH:14]3)[CH:4]=1)[CH3:28]. Reported procedure: 4-Methyl-3-(1-morpholinophthalazin-6-yl)benzoic acid (100 mg, 286 μmol) was dissolved in thionyl chloride (5.7 mL) and heated to 65° C. for 1 h before being concentrated via rotovap. The crude reaction was dissolved in tetrahydrofuran 99.9% (5.7 mL) and diisopropylethylamine (150 μL, 859 μmol) and ethylamine—2 M in THF (0.71 mL) was added at 0° C. The reaction mixture was warmed to ambient temperature and stirred for 3 h. The reaction mixture was diluted with 50 mL of EtOAc, added to an addition... Product: C(C)NC(C1=CC(=C(C=C1)C)C=1C=C2C=NN=C(C2=CC1)N1CCOCC1)=O (N-ethyl-4-methyl-3-(1-morpholinophthalazin-6-yl)benzamide). Run in O1CCCC1 (tetrahydrofuran), CCOC(=O)C (EtOAc), S(=O)(Cl)Cl (thionyl chloride), C1CCOC1 (THF). Reactants: OC1=NC(=NN1C1=C(C=C(C=C1Cl)Cl)Cl)C(C)(C)C (5-hydroxy-3-(tert-butyl)-1-(2,4,6-trichlorophenyl)-1H-1,2,4-triazole), P(=O)(Cl)(Cl)Cl (phosphorus oxychloride). The product is ClC1=NC(=NN1C1=C(C=C(C=C1Cl)Cl)Cl)C(C)(C)C (5-chloro-3-(tert-butyl)-1-(2,4,6-trichlorophenyl)-1H-1,2,4-triazole). Isolated yield 84.3%. As a reaction SMILES: O[C:2]1[N:6]([C:7]2[C:12]([Cl:13])=[CH:11][C:10]([Cl:14])=[CH:9][C:8]=2[Cl:15])[N:5]=[C:4]([C:16]([CH3:19])([CH3:18])[CH3:17])[N:3]=1.P(Cl)(Cl)([Cl:22])=O>>[Cl:22][C:2]1[N:6]([C:7]2[C:12]([Cl:13])=[CH:11][C:10]([Cl:14])=[CH:9][C:8]=2[Cl:15])[N:5]=[C:4]([C:16]([CH3:19])([CH3:18])[CH3:17])[N:3]=1. Procedure: 4.8 g (0.015 mol) of 5-hydroxy-3-(tert-butyl)-1-(2,4,6-trichlorophenyl)-1H-1,2,4-triazole was added to 20 ml of phosphorus oxychloride, and stirred under reflux for 24 hours. The reaction mixture was cooled, and excess phosphorus oxychloride was distilled off under reduced pressure. To the residue, 100 ml of dichloromethane was added, and the mixture was washed with water. Then, the dichloromethane layer was dried, and the solvent was distilled off. The residue thereby obtained was purified by s...